Dataset: the Open Reaction Database (ORD), a public repository of structured organic reaction records. Task: describe an organic reaction: reactants, conditions, products, and yield The reactants are O=C([O-])[O-], Cc1nsc(-c2ccc(Cl)nn2)n1, Cl, [K+], [K+], c1ccc(C2=NOC3(CCNCC3)C2)cc1. The product is Cc1nsc(-c2ccc(N3CCC4(CC3)CC(c3ccccc3)=NO4)nn2)n1. As a reaction SMILES: [C:31](=[O:32])([O-:33])[O-:34].[Cl:1][c:2]1[n:3][n:4][c:5](-[c:8]2[n:9][c:10]([CH3:13])[n:11][s:12]2)[cH:6][cH:7]1.[ClH:14].[K+:35].[K+:36].[c:15]1([C:21]2=[N:22][O:23][C:24]3([CH2:25]2)[CH2:26][CH2:27][NH:28][CH2:29][CH2:30]3)[cH:16][cH:17][cH:18][cH:19][cH:20]1>>[c:2]1([N:28]2[CH2:27][CH2:26][C:24]3([O:23][N:22]=[C:21]([c:15]4[cH:16][cH:17][cH:18][cH:19][cH:20]4)[CH2:25]3)[CH2:30][CH2:29]2)[n:3][n:4][c:5](-[c:8]2[n:9][c:10]([CH3:13])[n:11][s:12]2)[cH:6][cH:7]1. Procedure details: In substantially the same manner as in Example 5, morpholine (280 μl) was condensed with Boc-L-homophenylalanine (900 mg, manufactured by Bachem Fein Chemikalien AG, Switzerland) to give N-(BOC-L-homophenylalanyl)morpholine (1.06 g) as a white powder (yield 95%). After Boc group elimination with 4N HCl/ethyl acetate, the product was condensed with (2S,3S)-ethyl hydrogen trans-epoxysuccinate (338 mg) as obtained in Reference Example 8 to yield the title compound (compound 65; 630 mg) as a white p... Isolated yield 95.0%. Product: C(=O)(OC(C)(C)C)N[C@@H](CCC1=CC=CC=C1)C(=O)N1CCOCC1 (N-(BOC-L-homophenylalanyl)morpholine). As a reaction SMILES: [C:1]([NH:8][C@H:9]([C:18]([OH:20])=O)[CH2:10][CH2:11][C:12]1[CH:17]=[CH:16][CH:15]=[CH:14][CH:13]=1)([O:3][C:4]([CH3:7])([CH3:6])[CH3:5])=[O:2].[NH:21]1[CH2:26][CH2:25][O:24][CH2:23][CH2:22]1>>[C:1]([NH:8][C@H:9]([C:18]([N:21]1[CH2:26][CH2:25][O:24][CH2:23][CH2:22]1)=[O:20])[CH2:10][CH2:11][C:12]1[CH:13]=[CH:14][CH:15]=[CH:16][CH:17]=1)([O:3][C:4]([CH3:5])([CH3:6])[CH3:7])=[O:2]. The reactants are C(=O)(OC(C)(C)C)N[C@@H](CCC1=CC=CC=C1)C(=O)O (Boc-L-homophenylalanine), N1CCOCC1 (morpholine). Starting materials: [BH4-], COc1cc2c(cc1O)CC(C)(C)N=C2, CCO, Cl, [Na+], O. Product: COc1cc2c(cc1O)CC(C)(C)NC2. Reaction SMILES: [BH4-:16].[CH3:1][O:2][c:3]1[c:4]([OH:15])[cH:5][c:6]2[c:11]([cH:12]1)[CH:10]=[N:9][C:8]([CH3:13])([CH3:14])[CH2:7]2.[CH3:20][CH2:21][OH:22].[ClH:19].[Na+:17].[OH2:18]>>[CH3:1][O:2][c:3]1[c:4]([OH:15])[cH:5][c:6]2[c:11]([cH:12]1)[CH2:10][NH:9][C:8]([CH3:13])([CH3:14])[CH2:7]2. The reactants are BrC1=CC=C(CC=2C3=C(SC2C2=CC=C(C=C2)OCCN2CCCC2)C=CC=C3)C=C1 (3-(4-Bromobenzyl)-2-[4-[2-(1-pyrrolidinyl)ethoxy]phenyl]benzo[b]thiophene), C(#N)[Cu] (CuCN). Run in CN(C)C=O (DMF). Yields the product C(#N)C1=CC=C(CC=2C3=C(SC2C2=CC=C(C=C2)OCCN2CCCC2)C=CC=C3)C=C1 (3-(4-Cyanobenzyl)-2-[4-[2-(1-pyrrolidinyl)ethoxy]phenyl]benzo[b]thiophene). Yield: 33.6%. As a reaction SMILES: Br[C:2]1[CH:31]=[CH:30][C:5]([CH2:6][C:7]2[C:8]3[CH:29]=[CH:28][CH:27]=[CH:26][C:9]=3[S:10][C:11]=2[C:12]2[CH:17]=[CH:16][C:15]([O:18][CH2:19][CH2:20][N:21]3[CH2:25][CH2:24][CH2:23][CH2:22]3)=[CH:14][CH:13]=2)=[CH:4][CH:3]=1.[C:32]([Cu])#[N:33]>CN(C=O)C>[C:32]([C:2]1[CH:3]=[CH:4][C:5]([CH2:6][C:7]2[C:8]3[CH:29]=[CH:28][CH:27]=[CH:26][C:9]=3[S:10][C:11]=2[C:12]2[CH:17]=[CH:16][C:15]([O:18][CH2:19][CH2:20][N:21]3[CH2:25][CH2:24][CH2:23][CH2:22]3)=[CH:14][CH:13]=2)=[CH:30][CH:31]=1)#[N:33]. Procedure details: 3-(4-Bromobenzyl)-2-[4-[2-(1-pyrrolidinyl)ethoxy]phenyl]benzo[b]thiophene (300 mg, 0.61 mmol) in DMF (5 mL) was treated with CuCN (135 mg) at reflux for 3 h. The cooled reaction mixture was extracted with EtOAc (3×50 mL), with water (50 mL) washing. The combined organic layers were dried (Na2SO4) and concentrated under reduced pressure. Chromatography with Et3N:MeOH:EtOAc (5:5:90) afforded the product (90 mg, 34%). The reactants are ClC=1C=NC=C(C1SC1=C(C=C(S1)C(=O)Cl)[N+](=O)[O-])Cl (5-[(3,5-dichloro-4-pyridyl)sulfanyl]-4-nitro-thiophene-2-carbonyl chloride), NCCCN1C(CCC1)=O (1-(3-amino-propyl)-2-pyrrolidinone). Yields the product ClC=1C=NC=C(C1SC1=C(C=C(S1)C(=O)NCCCN1C(CCC1)=O)[N+](=O)[O-])Cl (5-((3,5-dichloropyridin-4-yl)thio)-4-nitro-N-(3-(2-oxopyrrolidin-1-yl)propyl)thiophene-2-carboxamide), solid. The yield is 66.0%. Reaction SMILES: [Cl:1][C:2]1[CH:3]=[N:4][CH:5]=[C:6]([Cl:20])[C:7]=1[S:8][C:9]1[S:13][C:12]([C:14](Cl)=[O:15])=[CH:11][C:10]=1[N+:17]([O-:19])=[O:18].[NH2:21][CH2:22][CH2:23][CH2:24][N:25]1[CH2:29][CH2:28][CH2:27][C:26]1=[O:30]>>[Cl:1][C:2]1[CH:3]=[N:4][CH:5]=[C:6]([Cl:20])[C:7]=1[S:8][C:9]1[S:13][C:12]([C:14]([NH:21][CH2:22][CH2:23][CH2:24][N:25]2[CH2:29][CH2:28][CH2:27][C:26]2=[O:30])=[O:15])=[CH:11][C:10]=1[N+:17]([O-:19])=[O:18]. Procedure: Prepared according to the procedure described for example 50 from 5-[(3,5-dichloro-4-pyridyl)sulfanyl]-4-nitro-thiophene-2-carbonyl chloride (150 mg, 0.41 mmol) and 1-(3-amino-propyl)-2-pyrrolidinone (69 mg, 0.49 mmol). The title compound was obtained as a yellow solid (130 mg, 66% yield). 1H NMR (400 MHz, d6-DMSO) δ: 8.98 (2H, s), 8.32(1H, m), 8.40 (1H, s), 3.33 (1H, m), 3.20 (4H, m), 2.21 (2H, m), 1.90 (2H, m), 1.66 (2H, m). MS m/z: 475.03, 477.05 [M+H]+.